Dataset: the Open Reaction Database (ORD), a public repository of structured organic reaction records. Task: describe an organic reaction: reactants, conditions, products, and yield Starting materials: CN1C(=NC2=C1C=CC(=C2)C(F)(F)F)C2=C(C=NC=C2)SC (1-methyl-2-(3-methylthiopyridine-4-yl)-5-trifluoromethyl-1H-benzimidazole), I(=O)(=O)(=O)[O-].[Na+] (sodium periodate), C(O)([O-])=O.[Na+] (sodium hydrogen carbonate), S(=S)(=O)([O-])[O-].[Na+].[Na+] (sodium thiosulfate). Run in O (water), CO (methanol). Conditions: temperature 40 celsius, time 1 hour. Yields the product CS(=O)C=1C=NC=CC1C1=NC2=C(N1C)C=CC(=C2)C(F)(F)F (2-(3-methanesulfinylpyridin-4-yl)-1-methyl-5-trifluoromethyl-1H-benzimidazole). The yield is 93.3%. As a reaction SMILES: [CH3:1][N:2]1[C:6]2[CH:7]=[CH:8][C:9]([C:11]([F:14])([F:13])[F:12])=[CH:10][C:5]=2[N:4]=[C:3]1[C:15]1[CH:20]=[CH:19][N:18]=[CH:17][C:16]=1[S:21][CH3:22].I([O-])(=O)(=O)=[O:24].[Na+].C(=O)([O-])O.[Na+].S([O-])([O-])(=O)=S.[Na+].[Na+]>O.CO>[CH3:22][S:21]([C:16]1[CH:17]=[N:18][CH:19]=[CH:20][C:15]=1[C:3]1[N:2]([CH3:1])[C:6]2[CH:7]=[CH:8][C:9]([C:11]([F:14])([F:13])[F:12])=[CH:10][C:5]=2[N:4]=1)=[O:24] |f:1.2,3.4,5.6.7|. Procedure details: To a mixture of 0.49 g of 1-methyl-2-(3-methylthiopyridine-4-yl)-5-trifluoromethyl-1H-benzimidazole, 5 ml of methanol and 10 ml of water was added 0.65 g of sodium periodate under ice cool, then, the mixture was stirred for 1 hour at 40° C. After cooling down to room temperature, a saturated sodium hydrogen carbonate aqueous solution and a saturated sodium thiosulfate aqueous solution were poured, and the mixture was extracted three times with chloroform. The combined organic layers were dried o... Starting materials: CN(C=O)C (dimethylformamide), N1(CCCC1)C1=CCSCC1 (5,6-dihydro-4-(1-pyrrolidinyl)-2H-thiopyran), Example 1 ( a ), FC(C=1C=C(C(CBr)=O)C=CC1)(F)F (m-trifluoromethylphenacyl bromide), CN(C=O)C (dimethylformamide). Run in O (water). Reaction conditions: time 2 hour. The product is FC(C=1C=C(C(CC2CSCCC2=O)=O)C=CC1)(F)F (2,3,5,6-tetrahydro-3-(3-trifluoromethylphenacyl)thiopyran-4-one). Reaction SMILES: [F:1][C:2]([F:14])([F:13])[C:3]1[CH:4]=[C:5]([CH:10]=[CH:11][CH:12]=1)[C:6](=[O:9])[CH2:7]Br.CN(C)[CH:17]=[O:18].N1(C2[CH2:30][CH2:29][S:28][CH2:27][CH:26]=2)CCCC1>O>[F:1][C:2]([F:14])([F:13])[C:3]1[CH:4]=[C:5]([CH:10]=[CH:11][CH:12]=1)[C:6](=[O:9])[CH2:7][CH:26]1[C:17](=[O:18])[CH2:30][CH2:29][S:28][CH2:27]1. Procedure details: A solution of 32.6 g of m-trifluoromethylphenacyl bromide in 10 ml. of dimethylformamide is added dropwise to a stirred solution of 20 g (0.12 mole of 5,6-dihydro-4-(1-pyrrolidinyl)-2H-thiopyran [Example 1 (a)] and 100 ml. of dimethylformamide. After 2 hours, the mixture is diluted with water and extracted with chloroform. The chloroform solution is washed with water, dried over magnesium sulfate, and concentrated to an oil. The oil is chromatographed on silica gel with benzene and chloroform mi... Starting materials: CC(C)(C)[Si](C)(C)Cl, O=C(NC1CCC(O)CC1)OCc1ccccc1, C1CCOC1, c1c[nH]cn1. Yields the product CC(C)(C)[Si](C)(C)OC1CCC(NC(=O)OCc2ccccc2)CC1. RXN SMILES: [C:24]([CH3:25])([CH3:26])([CH3:27])[Si:28]([CH3:29])([CH3:30])[Cl:31].[CH2:1]([c:2]1[cH:3][cH:4][cH:5][cH:6][cH:7]1)[O:8][C:9]([NH:10][CH:11]1[CH2:12][CH2:13][CH:14]([OH:17])[CH2:15][CH2:16]1)=[O:18].[CH2:32]1[O:33][CH2:34][CH2:35][CH2:36]1.[nH:19]1[cH:20][cH:21][n:22][cH:23]1>>[CH2:1]([c:2]1[cH:3][cH:4][cH:5][cH:6][cH:7]1)[O:8][C:9]([NH:10][CH:11]1[CH2:12][CH2:13][CH:14]([O:17][Si:28]([C:24]([CH3:25])([CH3:26])[CH3:27])([CH3:29])[CH3:30])[CH2:15][CH2:16]1)=[O:18]. The reactants are CCOC(=O)C (EtOAc), BrC1=CN=C2N1C=C(C=C2)CC2=CN=C1N2N=C(C=C1)C=1C=NN(C1)C (3-(3-Bromo-imidazo[1,2-a]pyridin-6-ylmethyl)-6-(1-methyl-1H-pyrazol-4-yl)-imidazo[1,2-b]pyridazine), C(#N)C=1C=C(C=CC1)B(O)O (3-cyanophenylboronic acid), C(=O)([O-])[O-].[Na+].[Na+] (Na2CO3). Reagents/catalysts: C=1C=CC(=CC1)[P](C=2C=CC=CC2)(C=3C=CC=CC3)[Pd]([P](C=4C=CC=CC4)(C=5C=CC=CC5)C=6C=CC=CC6)([P](C=7C=CC=CC7)(C=8C=CC=CC8)C=9C=CC=CC9)[P](C=1C=CC=CC1)(C=1C=CC=CC1)C=1C=CC=CC1 (tetrakis(triphenylphosphine)palladium). The solvent is COCCOC (DME). Reaction conditions: temperature 150 celsius. Yields the product CN1N=CC(=C1)C=1C=CC=2N(N1)C(=CN2)CC=2C=CC=1N(C2)C(=CN1)C=1C=C(C#N)C=CC1 (3-{6-[6-(1-Methyl-1H-pyrazol-4-yl)-imidazo[1,2-b]pyridazin-3-ylmethyl]-imidazo[1,2-a]pyridin-3-yl}-benzonitrile). As a reaction SMILES: Br[C:2]1[N:6]2[CH:7]=[C:8]([CH2:11][C:12]3[N:16]4[N:17]=[C:18]([C:21]5[CH:22]=[N:23][N:24]([CH3:26])[CH:25]=5)[CH:19]=[CH:20][C:15]4=[N:14][CH:13]=3)[CH:9]=[CH:10][C:5]2=[N:4][CH:3]=1.[C:27]([C:29]1[CH:30]=[C:31](B(O)O)[CH:32]=[CH:33][CH:34]=1)#[N:28].C([O-])([O-])=O.[Na+].[Na+].CCOC(C)=O>COCCOC.C1C=CC([P]([Pd]([P](C2C=CC=CC=2)(C2C=CC=CC=2)C2C=CC=CC=2)([P](C2C=CC=CC=2)(C2C=CC=CC=2)C2C=CC=CC=2)[P](C2C=CC=CC=2)(C2C=CC=CC=2)C2C=CC=CC=2)(C2C=CC=CC=2)C2C=CC=CC=2)=CC=1>[CH3:26][N:24]1[CH:25]=[C:21]([C:18]2[CH:19]=[CH:20][C:15]3[N:16]([C:12]([CH2:11][C:8]4[CH:9]=[CH:10][C:5]5[N:6]([C:2]([C:33]6[CH:34]=[C:29]([CH:30]=[CH:31][CH:32]=6)[C:27]#[N:28])=[CH:3][N:4]=5)[CH:7]=4)=[CH:13][N:14]=3)[N:17]=2)[CH:22]=[N:23]1 |f:2.3.4,^1:59,61,80,99|. Reported procedure: 3-(3-Bromo-imidazo[1,2-a]pyridin-6-ylmethyl)-6-(1-methyl-1H-pyrazol-4-yl)-imidazo[1,2-b]pyridazine (Example 296, 80 mg, 0.196 mmol) was dissolved in DME (0.653 mL) with 3-cyanophenylboronic acid (28.2 mg, 0.196 mmol), 2 M Na2CO3 solution (0.353 mL, 0.705 mmol) and tetrakis(triphenylphosphine)palladium (11.3 mg, 0.010 mmol). The RM was heated at 150° C. 5 min under microwave irradiations. It was taken up with EtOAc and washed with 10% Na2CO3 solution and brine. The precipitate from the aqueous la...